This data is from the Open Reaction Database (ORD), a public repository of structured organic reaction records. The task is: describe an organic reaction: reactants, conditions, products, and yield The reactants are C1(=CC=CC=C1)C (toluene), C([O-])([O-])=O.[Na+].[Na+] (sodium carbonate), BrC=1C=C(OCC(=O)OCC)C=CC1 (ethyl (3-bromophenoxy)acetate), COC1=C(C=CC=C1)B(O)O ((2-methoxyphenyl)boronic acid). Reagents/catalysts: C=1C=CC(=CC1)[P](C=2C=CC=CC2)(C=3C=CC=CC3)[Pd]([P](C=4C=CC=CC4)(C=5C=CC=CC5)C=6C=CC=CC6)([P](C=7C=CC=CC7)(C=8C=CC=CC8)C=9C=CC=CC9)[P](C=1C=CC=CC1)(C=1C=CC=CC1)C=1C=CC=CC1 (tetrakis(triphenylphosphine)palladium(0)). The solvent is O (water), C(C)(=O)OCC (ethyl acetate), CO (methanol). Reaction conditions: temperature 80 celsius, time 6 hour. Yields the product COC1=C(C=CC=C1)C1=CC(=CC=C1)OCC(=O)O ([(2′-methoxybiphenyl-3-yl)oxy]acetic acid). Yield: 58.2%. Reaction SMILES: C1(C)C=CC=CC=1.C(=O)([O-])[O-].[Na+].[Na+].Br[C:15]1[CH:16]=[C:17]([CH:25]=[CH:26][CH:27]=1)[O:18][CH2:19][C:20]([O:22]CC)=[O:21].[CH3:28][O:29][C:30]1[CH:35]=[CH:34][CH:33]=[CH:32][C:31]=1B(O)O>C1C=CC([P]([Pd]([P](C2C=CC=CC=2)(C2C=CC=CC=2)C2C=CC=CC=2)([P](C2C=CC=CC=2)(C2C=CC=CC=2)C2C=CC=CC=2)[P](C2C=CC=CC=2)(C2C=CC=CC=2)C2C=CC=CC=2)(C2C=CC=CC=2)C2C=CC=CC=2)=CC=1.O.C(OCC)(=O)C.CO>[CH3:28][O:29][C:30]1[CH:35]=[CH:34][CH:33]=[CH:32][C:31]=1[C:15]1[CH:27]=[CH:26][CH:25]=[C:17]([O:18][CH2:19][C:20]([OH:22])=[O:21])[CH:16]=1 |f:1.2.3,^1:42,44,63,82|. Procedure: Under an Ar atmosphere, 12 mL of toluene, 3 mL of methanol, and 3 mL of 2M aqueous sodium carbonate solution were added to 500 mg (1.93 mmol) of ethyl (3-bromophenoxy)acetate and 352 mg (2.32 mmol) of (2-methoxyphenyl)boronic acid, and the mixture was degassed. Further, 112 mg (0.097 mmol) of tetrakis(triphenylphosphine)palladium(0) was added thereto, and the mixture was heated under stirring at 80° C. for 6 hours. After the mixture was cooled to room temperature, ethyl acetate and water were ad... Reactants: C(C1=CC=CC=C1)OC1=CC(=C(C=C1)[N+](=O)[O-])F (4-benzyloxy-2-fluoronitrobenzene), C(C)(C)(C)OC(=O)NCC1=CC(=CC=C1)O (N-tert-butoxycarbonyl-3-hydroxybenzylamine), C([O-])([O-])=O.[K+].[K+] (potassium carbonate), CN(C=O)C (N,N-dimethylformamide). Run in O (water). Conditions: temperature 100 celsius, time 12 hour. Product: C(C)(C)(C)OC(NCC1=CC(=CC=C1)OC1=C(C=CC(=C1)OCC1=CC=CC=C1)[N+](=O)[O-])=O (tert-butyl[3-(5-benzyloxy-2-nitrophenoxy)benzyl]carbamate). Isolated yield 95.6%. As a reaction SMILES: [CH2:1]([O:8][C:9]1[CH:14]=[CH:13][C:12]([N+:15]([O-:17])=[O:16])=[C:11](F)[CH:10]=1)[C:2]1[CH:7]=[CH:6][CH:5]=[CH:4][CH:3]=1.[C:19]([O:23][C:24]([NH:26][CH2:27][C:28]1[CH:33]=[CH:32][CH:31]=[C:30]([OH:34])[CH:29]=1)=[O:25])([CH3:22])([CH3:21])[CH3:20].C(=O)([O-])[O-].[K+].[K+].CN(C)C=O>O>[C:19]([O:23][C:24](=[O:25])[NH:26][CH2:27][C:28]1[CH:33]=[CH:32][CH:31]=[C:30]([O:34][C:11]2[CH:10]=[C:9]([O:8][CH2:1][C:2]3[CH:7]=[CH:6][CH:5]=[CH:4][CH:3]=3)[CH:14]=[CH:13][C:12]=2[N+:15]([O-:17])=[O:16])[CH:29]=1)([CH3:22])([CH3:20])[CH3:21] |f:2.3.4|. Reported procedure: A mixture of 4-benzyloxy-2-fluoronitrobenzene (6.43 g, 26 mmols), N-tert-butoxycarbonyl-3-hydroxybenzylamine (5.78 g, 26 mmols), potassium carbonate (3.59 g, 26 mmols) and N,N-dimethylformamide (70 ml) was stirred at 100° C. for 12 hours. The reaction mixture was cooled, then poured into water, and extracted with ethyl acetate. The extract was washed with water, and then dried with anhydrous magnesium sulfate, and the solvent was evaporated away to give an yellow oil of tert-butyl[3-(5-benzyloxy... Starting materials: CN(C)C(=O)CCC(=O)O, Cl, Cl, Cl, NC1CCC(CCN2CCN(c3nccc4c3OCC4)CC2)CC1. Product: CN(C)C(=O)CCC(=O)NC1CCC(CCN2CCN(c3nccc4c3OCC4)CC2)CC1. As a reaction SMILES: [CH3:28][N:29]([C:30]([CH2:31][CH2:32][C:33](=[O:34])[OH:35])=[O:36])[CH3:37].[ClH:1].[ClH:2].[ClH:3].[O:4]1[CH2:5][CH2:6][c:7]2[c:8]1[c:9]([N:13]1[CH2:14][CH2:15][N:16]([CH2:19][CH2:20][CH:21]3[CH2:22][CH2:23][CH:24]([NH2:27])[CH2:25][CH2:26]3)[CH2:17][CH2:18]1)[n:10][cH:11][cH:12]2>>[O:4]1[CH2:5][CH2:6][c:7]2[c:8]1[c:9]([N:13]1[CH2:14][CH2:15][N:16]([CH2:19][CH2:20][CH:21]3[CH2:22][CH2:23][CH:24]([NH:27][C:33]([CH2:32][CH2:31][C:30]([N:29]([CH3:28])[CH3:37])=[O:36])=[O:34])[CH2:25][CH2:26]3)[CH2:17][CH2:18]1)[n:10][cH:11][cH:12]2. The reactants are NC=1N=CC(=NC1)C=1C(=C(C(=CC1)C)O)F (3-(5-aminopyrazin-2-yl)-2-fluoro-6-methylphenol), Intermediate J, C(C)(C)(C)[Si](C)(C)OC1=C(C=CC=C1F)CC (tert-butyl(2-ethyl-6-fluorophenoxy)dimethylsilane). Product: NC=1N=CC(=NC1)C=1C(=C(C(=CC1)CC)O)F (3-(5-Aminopyrazin-2-yl)-6-ethyl-2-fluorophenol). As a reaction SMILES: [NH2:1][C:2]1[N:3]=[CH:4][C:5]([C:8]2[C:9]([F:16])=[C:10]([OH:15])[C:11]([CH3:14])=[CH:12][CH:13]=2)=[N:6][CH:7]=1.[C:17]([Si](OC1C(F)=CC=CC=1CC)(C)C)(C)(C)C>>[NH2:1][C:2]1[N:3]=[CH:4][C:5]([C:8]2[C:9]([F:16])=[C:10]([OH:15])[C:11]([CH2:14][CH3:17])=[CH:12][CH:13]=2)=[N:6][CH:7]=1. Procedure details: The title compound was prepared in an analogous way to 3-(5-aminopyrazin-2-yl)-2-fluoro-6-methylphenol in Steps B-D of Intermediate J using tert-butyl(2-ethyl-6-fluorophenoxy)dimethylsilane. 1H NMR (500 MHz, CD3OD) δ 8.26 (dd, J=2.3, 1.5, 1H), 8.02 (d, J=1.5, 1H), 7.12 (dd, J=8.0, 7.3, 1H), 6.99-6.93 (m, 1H), 2.68 (q, J=7.5, 2H), 1.21 (t, J=7.5, 3H). Starting materials: CC(C)(C)OC(=O)NCCCO, [Na+], [Na+], [Na+], O=S([O-])([O-])=S, O=C([O-])O, O. Product: CC(C)(C)OC(=O)NCCC=O. RXN SMILES: [C:1](=[O:2])([O:3][C:4]([CH3:5])([CH3:6])[CH3:7])[NH:8][CH2:9][CH2:10][CH2:11][OH:12].[Na+:13].[Na+:14].[Na+:25].[O-:15][S:16]([O-:17])(=[S:18])=[O:19].[O-:21][C:22]([OH:23])=[O:24].[OH2:20]>>[C:1](=[O:2])([O:3][C:4]([CH3:5])([CH3:6])[CH3:7])[NH:8][CH2:9][CH2:10][CH:11]=[O:12]. Starting materials: ClC1=CC=C2C(=NN(C2=C1)C(=O)OC(C)(C)C)NC(CC=C)=O (N-(6-chloro-1-[(1,1-dimethylethoxy)carbonyl]-1H-indazol-3-yl)-3-butenamide). Run in O1CCOCC1 (dioxane). Run at temperature 19 celsius, time 17 hour. The product is ClC1=CC=C2C(=NNC2=C1)NC(CC=C)=O (N-(6-chloro-1H-indazol-3-yl)-3-butenamide). Yield: 74.2%. Reaction SMILES: [Cl:1][C:2]1[CH:10]=[C:9]2[C:5]([C:6]([NH:18][C:19](=[O:23])[CH2:20][CH:21]=[CH2:22])=[N:7][N:8]2C(OC(C)(C)C)=O)=[CH:4][CH:3]=1>O1CCOCC1>[Cl:1][C:2]1[CH:10]=[C:9]2[C:5]([C:6]([NH:18][C:19](=[O:23])[CH2:20][CH:21]=[CH2:22])=[N:7][NH:8]2)=[CH:4][CH:3]=1. Procedure: 10 cm3 of 4N hydrochloric dioxane are added to 240 mg of N-(6-chloro-1-[(1,1-dimethylethoxy)carbonyl]-1H-indazol-3-yl)-3-butenamide described previously. The mixture is stirred at about 19° C. for 17 hours. The crystalline product is filtered off on a sinter funnel, rinsed with 2×5 cm3 of ethyl acetate and with 2×5 cm3 of diethyl ether and then dried under reduced pressure (90 Pa; 40° C.). 125 mg of N-(6-chloro-1H-indazol-3-yl)-3-butenamide, in the form of the hydrochloride and melting at 150° C...